describe an organic reaction: reactants, conditions, products, and yield From a dataset of the Open Reaction Database (ORD), a public repository of structured organic reaction records. The reactants are O1C2COCOCC21 (5,6-epoxy-1,3-dioxepane), C(C)(=O)NC1=CC=C(C=C1)S(=O)(=O)N (4-acetylaminobenzenesulfonamide). The product is C(C)(=O)NC1=CC=C(C=C1)S(=O)(=O)N[C@H]1[C@@H](COCOC1)O (trans-6-(4-acetylaminobenzenesulfonamido)-1,3-dioxepane-5-ol). Reaction SMILES: [O:1]1[CH:8]2[CH:2]1[CH2:3][O:4][CH2:5][O:6][CH2:7]2.[C:9]([NH:12][C:13]1[CH:18]=[CH:17][C:16]([S:19]([NH2:22])(=[O:21])=[O:20])=[CH:15][CH:14]=1)(=[O:11])[CH3:10]>>[C:9]([NH:12][C:13]1[CH:14]=[CH:15][C:16]([S:19]([NH:22][C@@H:2]2[CH2:3][O:4][CH2:5][O:6][CH2:7][C@H:8]2[OH:1])(=[O:20])=[O:21])=[CH:17][CH:18]=1)(=[O:11])[CH3:10]. Procedure: A mixture of 5,6-epoxy-1,3-dioxepane (0.5 g) and of 4-acetylaminobenzenesulfonamide (0.92 g) was heated in a sealed ampule at the temperature of 150° C. for 15 minutes. The mixture was cooled to room temperature, chromatographed on a silica gel column by elution with a mixture of ethyl acetate-methanol (9.5:0.5) and trans-6-(4-acetylaminobenzenesulfonamido)-1,3-dioxepane-5-ol was obtained. M.p. 208°-210° C./ethyl acetate-methanol (6:1). RXN SMILES: [CH2:1]([c:2]1[cH:3][cH:4][cH:5][cH:6][cH:7]1)[O:8][C:9](=[O:10])[N:11]1[CH2:12][CH2:13][CH:14]([C:15](=[O:16])[Cl:17])[CH2:18][CH2:19]1.[CH3:37][C:38]#[N:39].[NH2:20][c:21]1[c:22]2[c:23]([n:24][cH:25][cH:26]1)[n:27]([C:30](=[O:31])[O:32][C:33]([CH3:34])([CH3:35])[CH3:36])[cH:28][cH:29]2>>[CH2:1]([c:2]1[cH:3][cH:4][cH:5][cH:6][cH:7]1)[O:8][C:9](=[O:10])[N:11]1[CH2:12][CH2:13][CH:14]([C:15](=[O:16])[NH:20][c:21]2[c:22]3[c:23]([n:24][cH:25][cH:26]2)[n:27]([C:30](=[O:31])[O:32][C:33]([CH3:34])([CH3:35])[CH3:36])[cH:28][cH:29]3)[CH2:18][CH2:19]1. Reactants: O=C(Cl)C1CCN(C(=O)OCc2ccccc2)CC1, CC#N, CC(C)(C)OC(=O)n1ccc2c(N)ccnc21. Product: CC(C)(C)OC(=O)n1ccc2c(NC(=O)C3CCN(C(=O)OCc4ccccc4)CC3)ccnc21. Starting materials: Cc1ccccc1, N#Cc1c(Cl)c2ccccc2n(Cc2ccc(F)cc2)c1=O, O=C(c1cccs1)N1CCNCC1. Yields the product N#Cc1c(N2CCN(C(=O)c3cccs3)CC2)c2ccccc2n(Cc2ccc(F)cc2)c1=O. Reaction SMILES: [CH3:36][c:37]1[cH:38][cH:39][cH:40][cH:41][cH:42]1.[Cl:14][c:15]1[c:16]([C:34]#[N:35])[c:17](=[O:33])[n:18]([CH2:25][c:26]2[cH:27][cH:28][c:29]([F:32])[cH:30][cH:31]2)[c:19]2[cH:20][cH:21][cH:22][cH:23][c:24]12.[N:1]1([C:7](=[O:8])[c:9]2[s:10][cH:11][cH:12][cH:13]2)[CH2:2][CH2:3][NH:4][CH2:5][CH2:6]1>>[N:1]1([C:7](=[O:8])[c:9]2[s:10][cH:11][cH:12][cH:13]2)[CH2:2][CH2:3][N:4]([c:15]2[c:16]([C:34]#[N:35])[c:17](=[O:33])[n:18]([CH2:25][c:26]3[cH:27][cH:28][c:29]([F:32])[cH:30][cH:31]3)[c:19]3[cH:20][cH:21][cH:22][cH:23][c:24]23)[CH2:5][CH2:6]1. Starting materials: C=C(OCC)C1=C2c3ccc(OC)c(Cl)c3CC2(CCCC)CCC1=O, CCO, Cl, O. Yields the product CCCCC12CCC(=O)C(C(C)=O)=C1c1ccc(OC)c(Cl)c1C2. Reaction SMILES: [CH2:1]([CH2:2][CH2:3][CH3:4])[C:5]12[CH2:6][c:7]3[c:8]([Cl:26])[c:9]([O:24][CH3:25])[cH:10][cH:11][c:12]3[C:13]1=[C:14]([C:19](=[CH2:20])[O:21][CH2:22][CH3:23])[C:15](=[O:18])[CH2:16][CH2:17]2.[CH3:28][CH2:29][OH:30].[ClH:27].[OH2:31]>>[CH2:1]([CH2:2][CH2:3][CH3:4])[C:5]12[CH2:6][c:7]3[c:8]([Cl:26])[c:9]([O:24][CH3:25])[cH:10][cH:11][c:12]3[C:13]1=[C:14]([C:19]([CH3:20])=[O:21])[C:15](=[O:18])[CH2:16][CH2:17]2.